This data is from the Open Reaction Database (ORD), a public repository of structured organic reaction records. The task is: describe an organic reaction: reactants, conditions, products, and yield Run at temperature 25 celsius, time 60 minute. Product: C(C1=CC=CC=C1)OC1=CC=C(C=C1)CC(C(NC(C)(C)C)=O)NC(C1=CC=C(C=C1)C(C)(C)C)=O (N-[2-(4-benzyloxy-phenyl)-1-tert-butylcarbamoyl-ethyl]-4-tert-butyl-benzamide). Reactants: NC(C(=O)NC(C)(C)C)CC1=CC=C(C=C1)OCC1=CC=CC=C1 (2-Amino-3-(4-benzyloxy-phenyl)-N-tert-butyl-propionamide), C(C)(C)(C)C1=CC=C(C(=O)O)C=C1 (4-tert-butylbenzoic acid), C(C)(C)N(C(C)C)CC (N,N-diisopropylethylamine), O-Benzotriazol-1-yl-N,N,N′,N′-bis(tetramethylene)-uronium hexafluorophosphate. Procedure details: A solution of 0.589 g (3.026 mmol) 4-tert-butylbenzoic acid (Aldrich, Milwaukee Wis.) 1.06 mL (6.5 mmol) N,N-diisopropylethylamine, and 1.15 g (3.026 mmol) O-Benzotriazol-1-yl-N,N,N′,N′-bis(tetramethylene)-uronium hexafluorophosphate in 6 mL dry DMF was stirred in an ice bath for 35 minutes, when 1.00 g (3.026 mmol) of 2-Amino-3-(4-benzyloxy-phenyl)-N-tert-butyl-propionamide (Example 1, Step B) was added. The resulting solution was warmed to 25° C. and stirred for 60 minutes. The mixture was pou... The solvent is CN(C)C=O (DMF). RXN SMILES: [C:1]([C:5]1[CH:13]=[CH:12][C:8]([C:9]([OH:11])=O)=[CH:7][CH:6]=1)([CH3:4])([CH3:3])[CH3:2].C(N(CC)C(C)C)(C)C.[NH2:23][CH:24]([CH2:32][C:33]1[CH:38]=[CH:37][C:36]([O:39][CH2:40][C:41]2[CH:46]=[CH:45][CH:44]=[CH:43][CH:42]=2)=[CH:35][CH:34]=1)[C:25]([NH:27][C:28]([CH3:31])([CH3:30])[CH3:29])=[O:26]>CN(C=O)C>[CH2:40]([O:39][C:36]1[CH:37]=[CH:38][C:33]([CH2:32][CH:24]([NH:23][C:9](=[O:11])[C:8]2[CH:7]=[CH:6][C:5]([C:1]([CH3:2])([CH3:3])[CH3:4])=[CH:13][CH:12]=2)[C:25](=[O:26])[NH:27][C:28]([CH3:29])([CH3:30])[CH3:31])=[CH:34][CH:35]=1)[C:41]1[CH:46]=[CH:45][CH:44]=[CH:43][CH:42]=1. Reactants: BrCC=1C=CC2=C(C(=C(O2)[N+](=O)[O-])C2=CC=CC=C2)C1 (5-bromomethyl-2-nitro-3-phenylbenzofuran), N1CCCC1 (pyrrolidine). The solvent is C(C)O (ethanol). The product is [N+](=O)([O-])C=1OC2=C(C1C1=CC=CC=C1)C=C(C=C2)CN2CCCC2 (2-nitro-3-phenyl-5-(1-pyrrolidylmethyl)benzofuran). As a reaction SMILES: Br[CH2:2][C:3]1[CH:4]=[CH:5][C:6]2[O:10][C:9]([N+:11]([O-:13])=[O:12])=[C:8]([C:14]3[CH:19]=[CH:18][CH:17]=[CH:16][CH:15]=3)[C:7]=2[CH:20]=1.[NH:21]1[CH2:25][CH2:24][CH2:23][CH2:22]1>C(O)C>[N+:11]([C:9]1[O:10][C:6]2[CH:5]=[CH:4][C:3]([CH2:2][N:21]3[CH2:25][CH2:24][CH2:23][CH2:22]3)=[CH:20][C:7]=2[C:8]=1[C:14]1[CH:19]=[CH:18][CH:17]=[CH:16][CH:15]=1)([O-:13])=[O:12]. Procedure: Using the method of Example 1, 5-bromomethyl-2-nitro-3-phenylbenzofuran is reacted with pyrrolidine in ethanol to provide yellow crystals of 2-nitro-3-phenyl-5-(1-pyrrolidylmethyl)benzofuran, m.p. 111°-112.5° C., having the structure ##STR9## Reactants: S1CCCC1 (Tetrahydrothiophene), FC(C1=C(C=C(C(=C1)CBr)C(F)(F)F)CBr)(F)F (1,4-Bis(trifluoromethyl)-2,5-dibromomethylbenzene). Run in CO (methanol). Conditions: temperature 50 celsius, time 24 hour. Product: [Br-].[Br-].FC(C1=C(C=C(C(=C1)C[S+]1CCCC1)C(F)(F)F)C[S+]1CCCC1)(F)F (1,1′-[2,5-Bis (trifluoromethyl)-1,4-phenylene-bis(methylene)]-bis[tetrahydrothiophenium]dibromide), solid. Yield: 67.0%. RXN SMILES: [S:1]1[CH2:5][CH2:4][CH2:3][CH2:2]1.[F:6][C:7]([F:23])([F:22])[C:8]1[CH:13]=[C:12]([CH2:14][Br:15])[C:11]([C:16]([F:19])([F:18])[F:17])=[CH:10][C:9]=1[CH2:20]Br>CO>[Br-:15].[Br-:15].[F:6][C:7]([F:23])([F:22])[C:8]1[CH:13]=[C:12]([CH2:14][S+:1]2[CH2:5][CH2:4][CH2:3][CH2:2]2)[C:11]([C:16]([F:19])([F:18])[F:17])=[CH:10][C:9]=1[CH2:20][S+:1]1[CH2:5][CH2:4][CH2:3][CH2:2]1 |f:3.4.5|. Procedure: Tetrahydrothiophene (0.27 mL, 3 mmol) was added to a suspension of compound 24 (200 mg, 0.5 mmol) in dry methanol (5 mL). The solid was dissolved to form a clear solution within 10 min. This solution was filtered via 0.45 μm membrane filter and then heated to 50° C. with stirring for 24 h. After cooling down to room temperature, the solvent was completely removed in vacuo and cold acetone (10 mL) was added to the residue. The precipitate was then filtered and dried to give compound 217a as a col... Reactants: C1CCOC1, O=C(OO)c1cccc(Cl)c1, c1ccc(-c2cnc(NC3=NCC4(CN5CCC4CC5)O3)s2)cc1. The product is [O-][N+]12CCC(CC1)C1(CN=C(Nc3ncc(-c4ccccc4)s3)O1)C2. RXN SMILES: [CH2:36]1[O:37][CH2:38][CH2:39][CH2:40]1.[OH:25][O:26][C:27]([c:28]1[cH:29][c:30]([Cl:31])[cH:32][cH:33][cH:34]1)=[O:35].[c:1]1(-[c:7]2[cH:8][n:9][c:10]([NH:12][C:13]3=[N:17][CH2:16][C:15]4([O:14]3)[CH2:18][N:19]3[CH2:20][CH2:21][CH:22]4[CH2:23][CH2:24]3)[s:11]2)[cH:2][cH:3][cH:4][cH:5][cH:6]1>>[c:1]1(-[c:7]2[cH:8][n:9][c:10]([NH:12][C:13]3=[N:17][CH2:16][C:15]4([O:14]3)[CH2:18][N+:19]3([O-:25])[CH2:20][CH2:21][CH:22]4[CH2:23][CH2:24]3)[s:11]2)[cH:2][cH:3][cH:4][cH:5][cH:6]1.